From a dataset of the Open Reaction Database (ORD), a public repository of structured organic reaction records. describe an organic reaction: reactants, conditions, products, and yield The reactants are C(C1=CC=CC=C1)C1=CC=C(C(=N1)C(=S)O)C(=O)O (6-benzylthiopyridine-2,3-dicarboxylic acid). Run in CC(=O)OC(=O)C (acetanhydride). The product is C(C1=CC=CC=C1)C1=CC=C2C(=N1)C(=S)OC2=O (6-benzylthio-pyridine-2,3-dicarboxylic acid anhydride). As a reaction SMILES: [CH2:1]([C:8]1[N:13]=[C:12]([C:14](O)=[S:15])[C:11]([C:17]([OH:19])=[O:18])=[CH:10][CH:9]=1)[C:2]1[CH:7]=[CH:6][CH:5]=[CH:4][CH:3]=1>CC(OC(C)=O)=O>[CH2:1]([C:8]1[N:13]=[C:12]2[C:14]([O:19][C:17](=[O:18])[C:11]2=[CH:10][CH:9]=1)=[S:15])[C:2]1[CH:3]=[CH:4][CH:5]=[CH:6][CH:7]=1. Procedure: 8.5 g (0.029 mol) 6-benzylthiopyridine-2,3-dicarboxylic acid are stirred into 150 ml acetanhydride 6 hours at 110° C. The substance thereby dissolves completely. The solvent is distilled off in a vacuum and the residue is employed in the next stage without further purification. Reactants: C1CCOC1, COc1ccccc1-c1nn(COCC[Si](C)(C)C)c2ncc(-c3cccc(CC(=O)O)c3)cc12, CNC, CCN(C(C)C)C(C)C. The product is COc1ccccc1-c1nn(COCC[Si](C)(C)C)c2ncc(-c3cccc(CC(=O)N(C)C)c3)cc12. As a reaction SMILES: [CH2:48]1[O:49][CH2:50][CH2:51][CH2:52]1.[CH3:1][O:2][c:3]1[c:4](-[c:9]2[n:10][n:11]([CH2:28][O:29][CH2:30][CH2:31][Si:32]([CH3:33])([CH3:34])[CH3:35])[c:12]3[n:13][cH:14][c:15](-[c:18]4[cH:19][c:20]([CH2:24][C:25](=[O:26])[OH:27])[cH:21][cH:22][cH:23]4)[cH:16][c:17]23)[cH:5][cH:6][cH:7][cH:8]1.[CH3:36][NH:37][CH3:38].[CH:39]([N:40]([CH:41]([CH3:42])[CH3:43])[CH2:44][CH3:45])([CH3:46])[CH3:47]>>[CH3:1][O:2][c:3]1[c:4](-[c:9]2[n:10][n:11]([CH2:28][O:29][CH2:30][CH2:31][Si:32]([CH3:33])([CH3:34])[CH3:35])[c:12]3[n:13][cH:14][c:15](-[c:18]4[cH:19][c:20]([CH2:24][C:25](=[O:27])[N:37]([CH3:36])[CH3:38])[cH:21][cH:22][cH:23]4)[cH:16][c:17]23)[cH:5][cH:6][cH:7][cH:8]1. Reactants: BrC=1C=C2C(=NNC(C2=CC1)=O)Cl (6-bromo-4-chloro-2H-phthalazin-1-one), COC1=C(CN)C=C(C=C1)OC (2,5-dimethoxybenzylamine), C=1C=CC(=CC1)P(C=2C=CC=CC2)C3=CC=C4C=CC=CC4=C3C5=C6C=CC=CC6=CC=C5P(C=7C=CC=CC7)C=8C=CC=CC8 (rac-BINAP), CC(C)(C)[O-].[Na+] (NaOtBu). The reagents and catalysts are C=1C=CC(=CC1)/C=C/C(=O)/C=C/C2=CC=CC=C2.C=1C=CC(=CC1)/C=C/C(=O)/C=C/C2=CC=CC=C2.C=1C=CC(=CC1)/C=C/C(=O)/C=C/C2=CC=CC=C2.[Pd].[Pd] (Pd2(dba)3). The solvent is CC(=O)N(C)C (DMA), CCOC(=O)C (EtOAc). Product: ClC1=NNC(C2=CC=C(C=C12)NCC1=C(C=CC(=C1)OC)OC)=O (4-chloro-6-(2,5-dimethoxy-benzylamino)-2H-phthalazin-1-one). Yield: 17.9%. RXN SMILES: Br[C:2]1[CH:3]=[C:4]2[C:9](=[CH:10][CH:11]=1)[C:8](=[O:12])[NH:7][N:6]=[C:5]2[Cl:13].[CH3:14][O:15][C:16]1[CH:23]=[CH:22][C:21]([O:24][CH3:25])=[CH:20][C:17]=1[CH2:18][NH2:19].C1C=CC(P(C2C(C3C(P(C4C=CC=CC=4)C4C=CC=CC=4)=CC=C4C=3C=CC=C4)=C3C(C=CC=C3)=CC=2)C2C=CC=CC=2)=CC=1.CC([O-])(C)C.[Na+]>CC(N(C)C)=O.CCOC(C)=O.C1C=CC(/C=C/C(/C=C/C2C=CC=CC=2)=O)=CC=1.C1C=CC(/C=C/C(/C=C/C2C=CC=CC=2)=O)=CC=1.C1C=CC(/C=C/C(/C=C/C2C=CC=CC=2)=O)=CC=1.[Pd].[Pd]>[Cl:13][C:5]1[C:4]2[C:9](=[CH:10][CH:11]=[C:2]([NH:19][CH2:18][C:17]3[CH:20]=[C:21]([O:24][CH3:25])[CH:22]=[CH:23][C:16]=3[O:15][CH3:14])[CH:3]=2)[C:8](=[O:12])[NH:7][N:6]=1 |f:3.4,7.8.9.10.11|. Procedure details: A mixture 6-bromo-4-chloro-2H-phthalazin-1-one (155 mg, 0.597 mmol), 2,5-dimethoxybenzylamine (0.096 mL, 0.636 mmol), Pd2(dba)3 (61 mg, 0.067 mmol), rac-BINAP (111 mg, 0.178 mmol) and NaOtBu (139 mg, 1.445 mmol) in DMA (5 mL) was heated at 85° C. for 1.5 h. The mixture was allowed to cool, diluted with EtOAc and washed with water. The organic layer was washed with sat.aq. NaHCO3, brine and dried (Na2SO4). Chromatography on silica (EtOAc/hexanes) afforded 4-chloro-6-(2,5-dimethoxy-benzylamino)-2H... Starting materials: CC#N, CCC(C)C(C(=O)OC(C)(C)C)N1CCN(Cc2csc(CNC(C)C)n2)C1=O, O=C(Cl)OCC1c2ccccc2-c2ccccc21, [Na+], O=C([O-])O, O. The product is NC(=O)OCC1c2ccccc2-c2ccccc21. Reaction SMILES: [CH3:53][C:54]#[N:55].[CH:1]([NH:4][CH2:2][c:3]1[s:5][cH:6][c:7]([CH2:8][N:9]2[CH2:10][CH2:11][N:12]([CH:13]([CH:14]([CH3:15])[CH2:16][CH3:17])[C:18]([O:19][C:20]([CH3:21])([CH3:22])[CH3:23])=[O:24])[C:25]2=[O:26])[n:27]1)([CH3:28])[CH3:29].[Cl:35][C:36](=[O:37])[O:38][CH2:39][CH:40]1[c:41]2[cH:42][cH:43][cH:44][cH:45][c:46]2-[c:47]2[cH:48][cH:49][cH:50][cH:51][c:52]21.[Na+:34].[O-:30][C:31]([OH:32])=[O:33].[OH2:56]>>[NH2:4][C:36](=[O:37])[O:38][CH2:39][CH:40]1[c:41]2[cH:42][cH:43][cH:44][cH:45][c:46]2-[c:47]2[cH:48][cH:49][cH:50][cH:51][c:52]21. Reactants: Cl.COC([C@@H](N)CC1=CC=CC=C1)=O ((S)-phenylalanine methyl ester hydrochloride), C(O)CN (ethanolamine), CO (MeOH), CC(=O)C (acetone). Conditions: time 24 hour. The product is C(C1=CC=CC=C1)[C@H]1C(N(C(N1)(C)C)CCO)=O ((5S)-5-benzyl-2,2-dimethyl-3-(2-hydroxylethyl)-imidazolidin-4-one). Reaction SMILES: Cl.CO[C:4](=[O:14])[C@H:5]([CH2:7][C:8]1[CH:13]=[CH:12][CH:11]=[CH:10][CH:9]=1)[NH2:6].[CH2:15]([CH2:17][NH2:18])[OH:16].CO.[CH3:21][C:22]([CH3:24])=O>>[CH2:7]([C@@H:5]1[NH:6][C:22]([CH3:24])([CH3:21])[N:18]([CH2:17][CH2:15][OH:16])[C:4]1=[O:14])[C:8]1[CH:9]=[CH:10][CH:11]=[CH:12][CH:13]=1 |f:0.1|. Reported procedure: (S)-phenylalanine methyl ester hydrochloride (21.5 g, 100 mmol) was added to ethanolamine (48 mL, 800 mmol), and the resulting mixture was stirred at room temperature for 24 h. The excess ethanolamine was removed by distillation until the N-(2-hydroxylethyl) amide product was obtained as a white solid. Dry MeOH (200 mL) and dry acetone (40 mL) were added to this residue. The resulting solution was stirred at 60° C. for 24 h, cooled to room temperature, and then concentrated in vacuo. Compound 6 ...